describe an organic reaction: reactants, conditions, products, and yield From a dataset of the Open Reaction Database (ORD), a public repository of structured organic reaction records. The reactants are [I-].[Na+] (sodium iodide), Cl[Si](C)(C)C (chlorotrimethylsilane), CC1=C(C2=C(N(CCCC2O)C(=O)C2=CC(=C(C(=O)OC)C=C2)OC)S1)C (methyl 4-(2,3-dimethyl-4-hydroxy-5,6,7,8-tetrahydro-4H-thieno[2,3-b]azepin-8-yl)carbonyl-2-methoxybenzoate). The solvent is CCCCCC (hexane), C(C)#N (acetonitrile), C(C)#N (acetonitrile), C(C)(=O)OCC (ethyl acetate). Run at time 5 hour. The product is CC1=C(C2=C(N(CCCC2)C(=O)C2=CC(=C(C(=O)OC)C=C2)OC)S1)C (methyl 4-(2,3-dimethyl-5,6,7,8-tetrahydro-4H-thieno[2,3-b]azepin-8-yl)carbonyl-2-methoxybenzoate). Isolated yield 78.2%. As a reaction SMILES: [I-].[Na+].Cl[Si](C)(C)C.[CH3:8][C:9]1[S:33][C:12]2[N:13]([C:19]([C:21]3[CH:30]=[CH:29][C:24]([C:25]([O:27][CH3:28])=[O:26])=[C:23]([O:31][CH3:32])[CH:22]=3)=[O:20])[CH2:14][CH2:15][CH2:16][CH:17](O)[C:11]=2[C:10]=1[CH3:34]>CCCCCC.C(#N)C.C(OCC)(=O)C>[CH3:8][C:9]1[S:33][C:12]2[N:13]([C:19]([C:21]3[CH:30]=[CH:29][C:24]([C:25]([O:27][CH3:28])=[O:26])=[C:23]([O:31][CH3:32])[CH:22]=3)=[O:20])[CH2:14][CH2:15][CH2:16][CH2:17][C:11]=2[C:10]=1[CH3:34] |f:0.1|. Reported procedure: A solution of sodium iodide (462 mg), chlorotrimethylsilane (335 mg) and acetonitrile (0.2 ml) in hexane (0.5 ml) was cooled to 0° C. To the solution was added methyl 4-(2,3-dimethyl-4-hydroxy-5,6,7,8-tetrahydro-4H-thieno[2,3-b]azepin-8-yl)carbonyl-2-methoxybenzoate (200 mg) in acetonitrile (1.0 ml). The mixture was stirred at room temperature for 5 hours. The reaction mixture was diluted with ethyl acetate and washed with aqueous sodium hydrogencarbonate solution. The organic layer was dried ov... The reactants are C(C)(C)NC(C)C (diisopropylamine), CSC1=C(C=O)C(=CC=C1)CCCCCC (2-methylthio-6-n-hexylbenzaldehyde), Cl (HCl), C(CCC)[Li] (n-butyllithium), C[Si](C)(C)CC(=O)OC(C)(C)C (tert-butyl trimethylsilylacetate). Solvent: C1CCOC1 (THF). Reaction conditions: temperature -10 celsius, time 1 hour. Product: CSC1=C(C=CC(=O)OC(C)(C)C)C(=CC=C1)CCCCCC (tert-butyl 2-methylthio-6-n-hexylcinnamate). As a reaction SMILES: C(NC(C)C)(C)C.C([Li])CCC.C[Si]([CH2:17][C:18]([O:20][C:21]([CH3:24])([CH3:23])[CH3:22])=[O:19])(C)C.[CH3:25][S:26][C:27]1[CH:34]=[CH:33][CH:32]=[C:31]([CH2:35][CH2:36][CH2:37][CH2:38][CH2:39][CH3:40])[C:28]=1[CH:29]=O.Cl>C1COCC1>[CH3:25][S:26][C:27]1[CH:34]=[CH:33][CH:32]=[C:31]([CH2:35][CH2:36][CH2:37][CH2:38][CH2:39][CH3:40])[C:28]=1[CH:29]=[CH:17][C:18]([O:20][C:21]([CH3:24])([CH3:23])[CH3:22])=[O:19]. Procedure: To a solution of lithium diisopropylamide, afforded by combining 3.4 g of diisopropylamine with 26 ml of n-butyllithium, at -40° C. in THF is added tert-butyl trimethylsilylacetate (8 g, 0.042 mmol) and the mixture stirred for 1 hour. To the reaction mixture is added 2-methylthio-6-n-hexylbenzaldehyde (7.08 g, 0.03 mmol) dropwise and stirred for 2 hours at -40° C. The reaction mixture is allowed to warm to -10° C. and cold lN HCl poured in. The mixture is extracted with diethyl ether. The extrac... Starting materials: OC=1C=CC(=C2CCC(NC12)=O)OCC(CNC(C)(C)C)O (8-hydroxy-5-(3-t-butylamino-2-hydroxypropoxy)-3,4-dihydrocarbostyril), C(C)(=O)Cl (acetyl chloride), Cl (hydrochloric acid), [OH-].[Na+] (NaOH). The solvent is CC(=O)C (acetone), CC(=O)C (acetone). Product: Cl.C(C)(=O)OC=1C=CC(=C2CCC(NC12)=O)OCC(CNC(C)(C)C)O (8-acetoxy-5-(3-t-butylamino-2-hydroxypropoxy)-3,4-dihydrocarbostyril hydrochloride). Isolated yield 45.5%. As a reaction SMILES: [OH:1][C:2]1[CH:3]=[CH:4][C:5]([O:13][CH2:14][CH:15]([OH:22])[CH2:16][NH:17][C:18]([CH3:21])([CH3:20])[CH3:19])=[C:6]2[C:11]=1[NH:10][C:9](=[O:12])[CH2:8][CH2:7]2.[OH-].[Na+].[C:25]([Cl:28])(=[O:27])[CH3:26].Cl>CC(C)=O>[ClH:28].[C:25]([O:1][C:2]1[CH:3]=[CH:4][C:5]([O:13][CH2:14][CH:15]([OH:22])[CH2:16][NH:17][C:18]([CH3:19])([CH3:21])[CH3:20])=[C:6]2[C:11]=1[NH:10][C:9](=[O:12])[CH2:8][CH2:7]2)(=[O:27])[CH3:26] |f:1.2,6.7|. Reported procedure: 0.7 g of 8-hydroxy-5-(3-t-butylamino-2-hydroxypropoxy)-3,4-dihydrocarbostyril was suspended in 20 ml of acetone, and 3.0 ml of 1 N NaOH was added to the suspension to form a homogeneous solution. 0.2 g of acetyl chloride dissolved in a small amount of acetone was added dropwise to the solution under ice-cooling and stirring. After the mixture was allowed to stand under ice-cooling for 30 minutes, 2 ml of 1 N hydrochloric acid was added to the mixture, and the solvent evaporated under reduced pre... As a reaction SMILES: [CH3:47][CH2:48][O:49][C:50](=[O:51])[CH3:52].[CH3:54][N:55]([CH3:56])[CH:57]=[O:58].[Cl:16][C:17]([C:18]([Cl:19])=[O:20])=[O:21].[Cl:1][c:2]1[c:3]([C:4](=[O:5])[OH:6])[cH:7][cH:8][cH:9][c:10]1[C:11]([CH3:12])([CH3:13])[C:14]#[N:15].[F:22][c:23]1[c:24]([O:30][c:31]2[cH:32][cH:33][c:34]([N+:37](=[O:38])[O-:39])[cH:35][cH:36]2)[cH:25][c:26]([NH2:27])[cH:28][cH:29]1.[Na+:41].[O:42]1[CH2:43][CH2:44][CH2:45][CH2:46]1.[OH-:40].[OH2:53]>>[Cl:1][c:2]1[c:3]([C:4](=[O:6])[NH:27][c:26]2[cH:25][c:24]([O:30][c:31]3[cH:32][cH:33][c:34]([N+:37](=[O:38])[O-:39])[cH:35][cH:36]3)[c:23]([F:22])[cH:29][cH:28]2)[cH:7][cH:8][cH:9][c:10]1[C:11]([CH3:12])([CH3:13])[C:14]#[N:15]. The product is CC(C)(C#N)c1cccc(C(=O)Nc2ccc(F)c(Oc3ccc([N+](=O)[O-])cc3)c2)c1Cl. Starting materials: CCOC(C)=O, CN(C)C=O, O=C(Cl)C(=O)Cl, CC(C)(C#N)c1cccc(C(=O)O)c1Cl, Nc1ccc(F)c(Oc2ccc([N+](=O)[O-])cc2)c1, [Na+], C1CCOC1, [OH-], O. Reactants: C(C1=CC=CC=C1)OC=1C=C(C=CC1)CC(C(=O)OCC)NC(=O)NCC1=CC=C(C=C1)NC(=O)OC(C)(C)C (Ethyl 3-(3-(benzyloxy)phenyl)-2-(3-(4-(tert-butoxycarbonylamino)benzyl) ureido)propanoate), TEA. Run in C(Cl)Cl (DCM). Reaction conditions: time 1 hour. The product is NC1=CC=C(CNC(NC(C(=O)OCC)CC2=CC(=CC=C2)OCC2=CC=CC=C2)=O)C=C1 (ethyl 2-(3-(4-aminobenzyl)ureido)-3-(3-(benzyloxy)phenyl)propanoate). The yield is 91.3%. RXN SMILES: [CH2:1]([O:8][C:9]1[CH:10]=[C:11]([CH2:15][CH:16]([NH:22][C:23]([NH:25][CH2:26][C:27]2[CH:32]=[CH:31][C:30]([NH:33]C(OC(C)(C)C)=O)=[CH:29][CH:28]=2)=[O:24])[C:17]([O:19][CH2:20][CH3:21])=[O:18])[CH:12]=[CH:13][CH:14]=1)[C:2]1[CH:7]=[CH:6][CH:5]=[CH:4][CH:3]=1>C(Cl)Cl>[NH2:33][C:30]1[CH:29]=[CH:28][C:27]([CH2:26][NH:25][C:23](=[O:24])[NH:22][CH:16]([CH2:15][C:11]2[CH:12]=[CH:13][CH:14]=[C:9]([O:8][CH2:1][C:2]3[CH:3]=[CH:4][CH:5]=[CH:6][CH:7]=3)[CH:10]=2)[C:17]([O:19][CH2:20][CH3:21])=[O:18])=[CH:32][CH:31]=1. Procedure: 161 (469 mg) was dissolved in 4 ml of DCM and 4 ml of TEA was added then the reaction mixture was let 1 h at room temperature. The reaction mixture is concentrated and 50 ml of AcOEt are added. The organic phase are washed with saturated NaHCO3 and brine then dried over Na2SO4, filtered and concentrated to afford 162 as a white solid (350 mg, 91%). 1H NMR (DMSO): δ 1.28 (t, 3H, J=6.5 Hz), 3.04 (m, 2H), 4.13 (d, 2H, J=4.1 Hz), 4.19 (q, 2H, J=6.5 Hz), 4.56 (m, 1H), 5.02 (s, 2H), 5.21 (s, 2H), 6.29... The reactants are CN1C(=O)CNC1=O, COc1ccccc1C=O, CC(=O)[O-], CC(=O)OC(C)=O, CC(=O)O, [Na+], O. The product is COc1ccccc1C=C1NC(=O)N(C)C1=O. RXN SMILES: [CH3:11][N:12]1[C:13](=[O:18])[NH:14][CH2:15][C:16]1=[O:17].[CH3:1][O:2][c:3]1[c:4]([CH:5]=[O:6])[cH:7][cH:8][cH:9][cH:10]1.[CH3:20][C:21](=[O:22])[O-:23].[CH3:24][C:25]([O:26][C:27](=[O:28])[CH3:29])=[O:30].[CH3:32][C:33](=[O:34])[OH:35].[Na+:19].[OH2:31]>>[CH3:1][O:2][c:3]1[c:4]([CH:5]=[C:15]2[NH:14][C:13](=[O:18])[N:12]([CH3:11])[C:16]2=[O:17])[cH:7][cH:8][cH:9][cH:10]1. Starting materials: OC1=CC=C(C=C1)C(=O)O (4-Hydroxybenzenecarboxylic acid), CCN=C=NCCCN(C)C.Cl (WSC hydrochloride), C1=CC=C2C(=C1)N=NN2O.O (HOBt hydrate), C1(CC1)N (cyclopropylamine). Run in CN(C)C=O (DMF). Yields the product C1(CC1)NC(C1=CC=C(C=C1)O)=O (N-cyclopropyl-4-hydroxybenzamide). Reaction SMILES: [OH:1][C:2]1[CH:7]=[CH:6][C:5]([C:8]([OH:10])=O)=[CH:4][CH:3]=1.CCN=C=N[CH2:16][CH2:17][CH2:18][N:19](C)C.Cl.C1C=C2N=NN(O)C2=CC=1.O.C1(N)CC1>CN(C=O)C>[CH:18]1([NH:19][C:8](=[O:10])[C:5]2[CH:4]=[CH:3][C:2]([OH:1])=[CH:7][CH:6]=2)[CH2:16][CH2:17]1 |f:1.2,3.4|. Reported procedure: 4-Hydroxybenzenecarboxylic acid was stirred with WSC hydrochloride, HOBt hydrate and cyclopropylamine in DMF at room temperature to obtain N-cyclopropyl-4-hydroxybenzamide.